From a dataset of the Open Reaction Database (ORD), a public repository of structured organic reaction records. describe an organic reaction: reactants, conditions, products, and yield Starting materials: CCOC(=O)C(C)(C)Sc1nnc(Br)n1-c1ccc(C2CC2)c2ccccc12, C1CCOC1, CO, [Li+], [OH-]. Product: CC(C)(Sc1nnc(Br)n1-c1ccc(C2CC2)c2ccccc12)C(=O)O. RXN SMILES: [Br:3][c:4]1[n:5](-[c:18]2[cH:19][cH:20][c:21]([CH:28]3[CH2:29][CH2:30]3)[c:22]3[cH:23][cH:24][cH:25][cH:26][c:27]23)[c:6]([S:9][C:10]([C:11](=[O:12])[O:13][CH2:14][CH3:15])([CH3:16])[CH3:17])[n:7][n:8]1.[CH2:31]1[O:32][CH2:33][CH2:34][CH2:35]1.[CH3:36][OH:37].[Li+:1].[OH-:2]>>[Br:3][c:4]1[n:5](-[c:18]2[cH:19][cH:20][c:21]([CH:28]3[CH2:29][CH2:30]3)[c:22]3[cH:23][cH:24][cH:25][cH:26][c:27]23)[c:6]([S:9][C:10]([C:11](=[O:12])[OH:13])([CH3:16])[CH3:17])[n:7][n:8]1. The reactants are COC(=O)C=1N=CC2=C(C=CC=C2C1O)I (4-hydroxy-8-iodo-isoquinoline-3-carboxylic acid methyl ester), COC1=C(C=CC=C1)O (2-methoxy-phenol). The product is COC(=O)C=1N=CC2=C(C=CC=C2C1O)OC1=C(C=CC=C1)OC (4-Hydroxy-8-(2-methoxy-phenoxy)-isoquinoline-3-carboxylic acid methyl ester). As a reaction SMILES: [CH3:1][O:2][C:3]([C:5]1[N:6]=[CH:7][C:8]2[C:13]([C:14]=1[OH:15])=[CH:12][CH:11]=[CH:10][C:9]=2I)=[O:4].[CH3:17][O:18][C:19]1[CH:24]=[CH:23][CH:22]=[CH:21][C:20]=1[OH:25]>>[CH3:1][O:2][C:3]([C:5]1[N:6]=[CH:7][C:8]2[C:13]([C:14]=1[OH:15])=[CH:12][CH:11]=[CH:10][C:9]=2[O:25][C:20]1[CH:21]=[CH:22][CH:23]=[CH:24][C:19]=1[O:18][CH3:17])=[O:4]. Procedure: The title compound was synthesized from 4-hydroxy-8-iodo-isoquinoline-3-carboxylic acid methyl ester and 2-methoxy-phenol in analogy to example 19d; MS-(+)-ion: M+1=326.4.